Dataset: the Open Reaction Database (ORD), a public repository of structured organic reaction records. Task: describe an organic reaction: reactants, conditions, products, and yield Starting materials: CC1=NC=CC(=C1)C1=CC=C(C=C1)N (4-(2-methyl-pyridin-4-yl)-phenylamine), ClC1=NC(=CC(=N1)C)C (2-chloro-4,6-dimethylpyrimidine). Product: CC1=NC(=NC(=C1)C)NC1=CC=C(C=C1)C1=CC(=NC=C1)C ((4,6-Dimethyl-pyrimidin-2-yl)-[4-(2-methyl-pyridin-4-yl)-phenyl]-amine), solid. Isolated yield 33.0%. RXN SMILES: [CH3:1][C:2]1[CH:7]=[C:6]([C:8]2[CH:13]=[CH:12][C:11]([NH2:14])=[CH:10][CH:9]=2)[CH:5]=[CH:4][N:3]=1.Cl[C:16]1[N:21]=[C:20]([CH3:22])[CH:19]=[C:18]([CH3:23])[N:17]=1>>[CH3:23][C:18]1[CH:19]=[C:20]([CH3:22])[N:21]=[C:16]([NH:14][C:11]2[CH:12]=[CH:13][C:8]([C:6]3[CH:5]=[CH:4][N:3]=[C:2]([CH3:1])[CH:7]=3)=[CH:9][CH:10]=2)[N:17]=1. Procedure details: The title compound was prepared in analogy to example 62 from 4-(2-methyl-pyridin-4-yl)-phenylamine and 2-chloro-4,6-dimethylpyrimidine. Obtained as a yellowish solid (Yield=33%). MS ISP (m/e): 291.1 (100) [(M+H)+]. 1H NMR (DMSO-D6, 300 MHz): δ (ppm)=9.73 (s, 1H), 8.43 (d, 1H), 7.97 (d, 2H), 7.73 (d, 2H), 7.55 (s, 1H); 7.47 (d, 1H), 6.67 (s, 1H), 2.50 (s, 3H hidden in DMSO-peak), 2.34 (s, 6H).